Dataset: the Open Reaction Database (ORD), a public repository of structured organic reaction records. Task: describe an organic reaction: reactants, conditions, products, and yield The reactants are CC(C)N(CCC(c1ccccc1)c1cc(CCCOc2ccc(CCNCC(O[Si](C)(C)C(C)(C)C)c3ccc(OCc4ccccc4)c(NS(C)(=O)=O)c3)cc2)ccc1O)C(C)C, CCO, O=C[O-], [NH4+], [OH-], [OH-], [Pd+2]. The product is CC(C)N(CCC(c1ccccc1)c1cc(CCCOc2ccc(CCNCC(O[Si](C)(C)C(C)(C)C)c3ccc(O)c(NS(C)(=O)=O)c3)cc2)ccc1O)C(C)C. As a reaction SMILES: [CH2:1]([c:2]1[cH:3][cH:4][cH:5][cH:6][cH:7]1)[O:8][c:9]1[c:10]([NH:61][S:62](=[O:63])(=[O:64])[CH3:65])[cH:11][c:12]([CH:15]([CH2:16][NH:17][CH2:18][CH2:19][c:20]2[cH:21][cH:22][c:23]([O:26][CH2:27][CH2:28][CH2:29][c:30]3[cH:31][c:32]([CH:37]([CH2:38][CH2:39][N:40]([CH:41]([CH3:42])[CH3:43])[CH:44]([CH3:45])[CH3:46])[c:47]4[cH:48][cH:49][cH:50][cH:51][cH:52]4)[c:33]([OH:36])[cH:34][cH:35]3)[cH:24][cH:25]2)[O:53][Si:54]([CH3:55])([CH3:56])[C:57]([CH3:58])([CH3:59])[CH3:60])[cH:13][cH:14]1.[CH3:70][CH2:71][OH:72].[CH:66]([O-:67])=[O:68].[NH4+:69].[OH-:73].[OH-:75].[Pd+2:74]>>[OH:8][c:9]1[c:10]([NH:61][S:62](=[O:63])(=[O:64])[CH3:65])[cH:11][c:12]([CH:15]([CH2:16][NH:17][CH2:18][CH2:19][c:20]2[cH:21][cH:22][c:23]([O:26][CH2:27][CH2:28][CH2:29][c:30]3[cH:31][c:32]([CH:37]([CH2:38][CH2:39][N:40]([CH:41]([CH3:42])[CH3:43])[CH:44]([CH3:45])[CH3:46])[c:47]4[cH:48][cH:49][cH:50][cH:51][cH:52]4)[c:33]([OH:36])[cH:34][cH:35]3)[cH:24][cH:25]2)[O:53][Si:54]([CH3:55])([CH3:56])[C:57]([CH3:58])([CH3:59])[CH3:60])[cH:13][cH:14]1. The reactants are CC1(C)C(C=C(Br)Br)C1C(=O)O, [Cl-], C=CC(O)c1cccc(Oc2ccccc2)c1, c1ccncc1. Yields the product C=CC(OC(=O)C1C(C=C(Br)Br)C1(C)C)c1cccc(Oc2ccccc2)c1. RXN SMILES: [CH3:2][C:3]1([CH3:13])[CH:4]([C:10](=[O:11])[OH:12])[CH:5]1[CH:6]=[C:7]([Br:8])[Br:9].[Cl-:1].[O:20]([c:21]1[cH:22][cH:23][cH:24][cH:25][cH:26]1)[c:27]1[cH:28][c:29]([CH:30]([CH:31]=[CH2:32])[OH:33])[cH:34][cH:35][cH:36]1.[cH:14]1[cH:15][cH:16][n:17][cH:18][cH:19]1>>[CH3:2][C:3]1([CH3:13])[CH:4]([C:10]([O:11][CH:30]([c:29]2[cH:28][c:27]([O:20][c:21]3[cH:22][cH:23][cH:24][cH:25][cH:26]3)[cH:36][cH:35][cH:34]2)[CH:31]=[CH2:32])=[O:12])[CH:5]1[CH:6]=[C:7]([Br:8])[Br:9].